describe an organic reaction: reactants, conditions, products, and yield From a dataset of the Open Reaction Database (ORD), a public repository of structured organic reaction records. Procedure: Dry hydrogen chloride gas was bubbled through a mixture of ethyl acetoacetate (0.2 moles) and ethyl 2-mercaptoacetate (b 0.4 moles) at -10° C. until saturated. The oil was allowed to stand 4 days at room temperature. Then, 350 ml of 2N ethanolic KOH, was added drop-wise. The resultant mixture was added to 2 liters of ice-water, and acidified with 6M HCl until the pH was approximately 1. The precipitated oil was extracted with benzene, washed with water and dried with sodium sulphate. After remov... The solvent is ice water. Run at time 4 day. The reactants are Cl (hydrogen chloride), C(CC(=O)C)(=O)OCC (ethyl acetoacetate), SCC(=O)OCC (ethyl 2-mercaptoacetate), [OH-].[K+] (KOH), resultant mixture, Cl (HCl). Product: OC1=C(SC(=C1)C)C(=O)OCC (Ethyl 3-hydroxy-5-methylthiophene-2-carboxylate). RXN SMILES: Cl.[C:2]([O:8][CH2:9][CH3:10])(=[O:7])[CH2:3][C:4]([CH3:6])=[O:5].[SH:11][CH2:12][C:13](OCC)=O.[OH-].[K+]>>[OH:5][C:4]1[CH:6]=[C:12]([CH3:13])[S:11][C:3]=1[C:2]([O:8][CH2:9][CH3:10])=[O:7] |f:3.4|. Reactants: Cl.ClCCN1CCCC1 (1-(2-chloroethyl)pyrrolidine hydrochloride), N1N=CC(=C1)B1OC(C)(C)C(C)(C)O1 (pyrazole-4-boronic acid pinacol ester), Cl.ClCCN1CCCC1 (1-(2-chloroethyl)pyrrolidine hydrochloride). Reaction conditions: temperature 90 celsius. The product is N1(CCCC1)CCN1N=CC(=C1)B1OC(C(O1)(C)C)(C)C (1-[2-(Pyrrolidin-1-yl)ethyl]-4-(4,4,5,5-tetramethyl-[1,3,2]dioxaborolan-2-yl)-1H-pyrazole), gum. Isolated yield 45.0%. RXN SMILES: [NH:1]1[CH:5]=[C:4]([B:6]2[O:14][C:11]([CH3:13])([CH3:12])[C:8]([CH3:10])([CH3:9])[O:7]2)[CH:3]=[N:2]1.Cl.Cl[CH2:17][CH2:18][N:19]1[CH2:23][CH2:22][CH2:21][CH2:20]1>>[N:19]1([CH2:18][CH2:17][N:2]2[CH:3]=[C:4]([B:6]3[O:7][C:8]([CH3:9])([CH3:10])[C:11]([CH3:13])([CH3:12])[O:14]3)[CH:5]=[N:1]2)[CH2:23][CH2:22][CH2:21][CH2:20]1 |f:1.2|. Procedure details: The title compound was prepared from pyrazole-4-boronic acid pinacol ester and 1-(2-chloroethyl)pyrrolidine hydrochloride according to Method AC (heating to 90° C. for 6 days before addition of further 1-(2-chloroethyl)pyrrolidine hydrochloride, and heating to 90° C. for a further 3 days) and was isolated as a brown gum (45%). LCMS (ES+) 292 (M+H)+, RT 1.81 minutes (Method 1).